This data is from the Open Reaction Database (ORD), a public repository of structured organic reaction records. The task is: describe an organic reaction: reactants, conditions, products, and yield Starting materials: [K] (potassium), [C-]#N.[K+] (Potassium cyanide), C(#N)CC(=O)OCC (ethyl cyanoacetate), C=O (paraformaldehyde), Cl (hydrochloric acid). Run in O (water), C(C)O (ethanol). The product is C(#N)C(C(=O)OCC)CC#N (ethyl 2,3-dicyanopropionate). The yield is 77.4%. RXN SMILES: [C-:1]#[N:2].[K+].[C:4]([CH2:6][C:7]([O:9][CH2:10][CH3:11])=[O:8])#[N:5].[CH2:12]=O.[K].Cl>C(O)C.O>[C:4]([CH:6]([CH2:12][C:1]#[N:2])[C:7]([O:9][CH2:10][CH3:11])=[O:8])#[N:5] |f:0.1,^1:13|. Procedure details: Potassium cyanide (13.0 g, 0.2M) was stirred in absolute ethanol and ethyl cyanoacetate (22.6 g, 0.2M) and paraformaldehyde (6.0 g, 0.2m) were added at ambient temperature. After 5 minutes the white suspension was heated under reflux conditions for 12 minutes, and the orange solution was evaporated to dryness in vacuo at below 25° C. to give a buff solid. The solid (the potassium salt) was dissolved in water (400 ml), acidified to pH 5 with 2M hydrochloric acid solution, giving a red oil. This m... Starting materials: C(C)OC(=O)C1CCN(CC1)C(CBr)=O (ethyl-1-(bromoacetyl)-piperidin-4-carboxylate), N1=CC=C(C=C1)N1CCNCC1 (1-(4-pyridyl)piperazine). Solvent: C(C)#N (acetonitrile), C(C)#N (acetonitrile). Run at time 3 hour. Yields the product N1=CC=C(C=C1)N1CCN(CC1)CC(=O)N1CCC(CC1)C(=O)OCC (Ethyl 1-[2-[4-(4-pyridyl)piperazin-1-yl]acetyl]piperidin-4-carboxylate). The yield is 32.4%. As a reaction SMILES: [CH2:1]([O:3][C:4]([CH:6]1[CH2:11][CH2:10][N:9]([C:12](=[O:15])[CH2:13]Br)[CH2:8][CH2:7]1)=[O:5])[CH3:2].[N:16]1[CH:21]=[CH:20][C:19]([N:22]2[CH2:27][CH2:26][NH:25][CH2:24][CH2:23]2)=[CH:18][CH:17]=1>C(#N)C>[N:16]1[CH:21]=[CH:20][C:19]([N:22]2[CH2:23][CH2:24][N:25]([CH2:13][C:12]([N:9]3[CH2:10][CH2:11][CH:6]([C:4]([O:3][CH2:1][CH3:2])=[O:5])[CH2:7][CH2:8]3)=[O:15])[CH2:26][CH2:27]2)=[CH:18][CH:17]=1. Procedure: A solution of ethyl-1-(bromoacetyl)-piperidin-4-carboxylate (0.84 g, 3 mMoles) in acetonitrile (10 ml) was added dropwise to a stirred solution of 1-(4-pyridyl)piperazine (0.5 g, 3 mMoles) in acetonitrile (20 ml) and the resulting mixture was allowed to stand for 3 hours. The white precipitate was removed by filtration and the mother liquors were concentrated under reduced pressure to give a yellow foam. The foam was purified by chromatography (flash column made with grade III neutral alumina an... Reactants: NC1=CC=C2C(=N1)C(=CN2)C2CCN(CC2)CCC2=CC=CC=C2 (5-amino-3-(1-(2-phenyleth-1-yl)piperidin-4-yl)pyrrolo[3,2-b]pyridine), C(C1=CC=CC=C1)(=O)Cl (benzoyl chloride). The product is C(C1=CC=CC=C1)(=O)NC1=CC=C2C(=N1)C(=CN2)C2CCN(CC2)CCC2=CC=CC=C2 (5-(N-[benzoyl]amino)-3-(1-(2-phenyleth-1-yl)piperidin-4-yl)pyrrolo[3,2-b]pyridine). As a reaction SMILES: [NH2:1][C:2]1[N:7]=[C:6]2[C:8]([CH:11]3[CH2:16][CH2:15][N:14]([CH2:17][CH2:18][C:19]4[CH:24]=[CH:23][CH:22]=[CH:21][CH:20]=4)[CH2:13][CH2:12]3)=[CH:9][NH:10][C:5]2=[CH:4][CH:3]=1.[C:25](Cl)(=[O:32])[C:26]1[CH:31]=[CH:30][CH:29]=[CH:28][CH:27]=1>>[C:25]([NH:1][C:2]1[N:7]=[C:6]2[C:8]([CH:11]3[CH2:16][CH2:15][N:14]([CH2:17][CH2:18][C:19]4[CH:24]=[CH:23][CH:22]=[CH:21][CH:20]=4)[CH2:13][CH2:12]3)=[CH:9][NH:10][C:5]2=[CH:4][CH:3]=1)(=[O:32])[C:26]1[CH:31]=[CH:30][CH:29]=[CH:28][CH:27]=1. Procedure: Beginning with 0.015 gm (0.047 mMol) 5-amino-3-(1-(2-phenyleth-1-yl)piperidin-4-yl)pyrrolo[3,2-b]pyridine and 0.007 mL (0.061 mMol) benzoyl chloride, the title compound was prepared essentially by the procedure described in Example 7. The reactants are ( 2 ), O1C(CCCC1)OCCCCBr (4-(tetrahydropyranyloxy)butyl bromide), C=1(C(=CC=CC1)C(=O)O)C (o-Toluic acid), [Li] (lithium). Run in C(C)O (ethanol). The product is Compound XIV, OCCCCC1=C(C(=O)OCC)C=CC=C1 (ethyl 2-(4-hydroxybutyl)-benzoate). Reaction SMILES: [C:1]1(C)[C:2]([C:7](O)=[O:8])=C[CH:4]=[CH:5][CH:6]=1.[Li].[O:12]1[CH2:17][CH2:16][CH2:15][CH2:14][CH:13]1[O:18][CH2:19][CH2:20]CCBr>C(O)C>[OH:8][CH2:7][CH2:2][CH2:1][CH2:6][C:5]1[CH:4]=[CH:17][CH:16]=[CH:15][C:14]=1[C:13]([O:18][CH2:19][CH3:20])=[O:12] |^1:10|. Reported procedure: Compound XIV is prepared by the following series of reactions. (1) o-Toluic acid is converted to its dianion with lithium diisoprpylamide; (2) the dianion is treated with 4-(tetrahydropyranyloxy)butyl bromide and the crude alkylate is heated with ethanol and a catalytic amount of mineral acid to yield ethyl 2-(4-hydroxybutyl)-benzoate; (3) the hydroxy ester in ether is treated with phosphorus tribromide to yield reagent XIV. Starting materials: II (iodine), OCCC1OC2=C(C1)C(=C(C(=C2C)C)O)C (2-(RS)-2-hydroxyethyl-2,3-dihydro-5-hydroxy-4,6,7-trimethylbenzofurane), C1(=CC=CC=C1)P(C1=CC=CC=C1)C1=CC=CC=C1 (triphenylphosphine), N1C=NC=C1 (imidazol), [K+].[Br-] (KBr). The solvent is C1(=CC=CC=C1)C (toluene). Run at temperature 60 celsius, time 3 hour. The product is ICCC1OC2=C(C1)C(=C(C(=C2C)C)O)C (2-(RS)-(2-iodoethyl)-2,3-dihydro-5-hydroxy-4,6,7-trimethylbenzofurane). As a reaction SMILES: [I:1]I.O[CH2:4][CH2:5][CH:6]1[CH2:10][C:9]2[C:11]([CH3:18])=[C:12]([OH:17])[C:13]([CH3:16])=[C:14]([CH3:15])[C:8]=2[O:7]1.C1(P(C2C=CC=CC=2)C2C=CC=CC=2)C=CC=CC=1.N1C=CN=C1.[K+].[Br-]>C1(C)C=CC=CC=1>[I:1][CH2:4][CH2:5][CH:6]1[CH2:10][C:9]2[C:11]([CH3:18])=[C:12]([OH:17])[C:13]([CH3:16])=[C:14]([CH3:15])[C:8]=2[O:7]1 |f:4.5|. Procedure: 4.4 g of iodine are added to a mixture of 3.1 g of 2-(RS)-2-hydroxyethyl-2,3-dihydro-5-hydroxy-4,6,7-trimethylbenzofurane, 5.5 g of triphenylphosphine and 1.4 g of imidazol in 60 ml of toluene. The mixture is stirred for 3 hours at 60° C. The imidazole*HBr is then filtered out and the filtrate is evaporated. After purification by a column chromatography (SiO2), 3.0 g of white solid are obtained. m.p. 96°-97° C.; IR (KBr): 3403 (νOH), 1195 cm-1 (w CH2I); 1H-NMR (CCl4): δ4.9-4.4 (1H,m), 4.0 (1H,s)... The reactants are COC(=O)C=1C=C(C(N2C(CCC12)C)=O)OS(=O)(=O)C(F)(F)F (methyl-3-methyl-5-oxo-6-(trifluoromethylsulfonyloxy)-1,2,3,5-tetrahydroindolizine-8-carboxylate), FC1=C(C=CC=C1)B(O)O (2-fluorophenylboronic acid), C([O-])([O-])=O.[Na+].[Na+] (sodium carbonate), C1(=CC=CC=C1)C (toluene). The reagents and catalysts are C=1C=CC(=CC1)[P](C=2C=CC=CC2)(C=3C=CC=CC3)[Pd]([P](C=4C=CC=CC4)(C=5C=CC=CC5)C=6C=CC=CC6)([P](C=7C=CC=CC7)(C=8C=CC=CC8)C=9C=CC=CC9)[P](C=1C=CC=CC1)(C=1C=CC=CC1)C=1C=CC=CC1 (Pd(PPh3)4). Solvent: CCO (EtOH). Yields the product FC1=C(C=CC=C1)C=1C(N2C(CCC2=C(C1)C(=O)O)C)=O (6-(2-Fluorophenyl)-3-methyl-5-oxo-1,2,3,5-tetrahydroindolizine-8-carboxylic acid). Yield: 53.6%. Reaction SMILES: C[O:2][C:3]([C:5]1[CH:6]=[C:7](OS(C(F)(F)F)(=O)=O)[C:8](=[O:15])[N:9]2[C:13]=1[CH2:12][CH2:11][CH:10]2[CH3:14])=[O:4].[F:24][C:25]1[CH:30]=[CH:29][CH:28]=[CH:27][C:26]=1B(O)O.C(=O)([O-])[O-].[Na+].[Na+].C1(C)C=CC=CC=1>C1C=CC([P]([Pd]([P](C2C=CC=CC=2)(C2C=CC=CC=2)C2C=CC=CC=2)([P](C2C=CC=CC=2)(C2C=CC=CC=2)C2C=CC=CC=2)[P](C2C=CC=CC=2)(C2C=CC=CC=2)C2C=CC=CC=2)(C2C=CC=CC=2)C2C=CC=CC=2)=CC=1.CCO>[F:24][C:25]1[CH:30]=[CH:29][CH:28]=[CH:27][C:26]=1[C:7]1[C:8](=[O:15])[N:9]2[C:13](=[C:5]([C:3]([OH:2])=[O:4])[CH:6]=1)[CH2:12][CH2:11][CH:10]2[CH3:14] |f:2.3.4,^1:50,52,71,90|. Reported procedure: To a microwave tube was added methyl-3-methyl-5-oxo-6-(trifluoromethylsulfonyloxy)-1,2,3,5-tetrahydroindolizine-8-carboxylate (94 mg, 0.26 mmol), 2-fluorophenylboronic acid (37 mg, 0.26 mmol, Aldrich), and 2 M sodium carbonate (0.65 mL, 1.30 mmol). To this was added 4 mL of toluene, 0.25 mL of EtOH, and Pd(PPh3)4 (20 mg, 0.17 mmol, Aldrich). The tube was sealed and treated in Emry's optimizer for 15 min at 160° C. The aqueous phase was separated and acidified to pH 2 with 2 N HCl and extracted w... Starting materials: N, C1CCOC1, O, O=C(O)c1ccccc1F, c1ccc(P(c2ccccc2)c2ccccc2)cc1. The product is O=C(O)c1ccccc1P(c1ccccc1)c1ccccc1. RXN SMILES: [NH3:1].[O:32]1[CH2:33][CH2:34][CH2:35][CH2:36]1.[OH2:31].[OH:21][C:22](=[O:23])[c:24]1[c:25]([F:26])[cH:27][cH:28][cH:29][cH:30]1.[c:2]1([P:8]([c:9]2[cH:10][cH:11][cH:12][cH:13][cH:14]2)[c:15]2[cH:16][cH:17][cH:18][cH:19][cH:20]2)[cH:3][cH:4][cH:5][cH:6][cH:7]1>>[c:2]1([P:8]([c:9]2[c:10]([C:22](=[O:21])[OH:23])[cH:11][cH:12][cH:13][cH:14]2)[c:15]2[cH:16][cH:17][cH:18][cH:19][cH:20]2)[cH:3][cH:4][cH:5][cH:6][cH:7]1.